Dataset: the Open Reaction Database (ORD), a public repository of structured organic reaction records. Task: describe an organic reaction: reactants, conditions, products, and yield Starting materials: COC1=CC=C(COC(=O)C2=C(C([C@H]3N2C([C@@H]3C(C)O)=O)CC)CSC3=CC=NC=C3)C=C1 (6α-(1-hydroxyethyl)-1-ethyl-2-(4-pyridylthio)methyl-1-carbapen-2-em-3-carboxylic acid p-methoxybenzyl ester), C(C)(=O)O (acetic acid), O.O.O.[F-].C(CCC)[N+](CCCC)(CCCC)CCCC (tetrabutylammonium fluoride trihydrate). The solvent is O1CCCC1 (tetrahydrofuran). Product: COC1=CC=C(COC(=O)C2C(C([C@H]3N2C([C@@H]3C(C)O)=O)C)=CSC3=CC=NC=C3)C=C1 (6α-(1-hydroxyethyl)-1-methyl-2-(4-pyridylthio)methylidene-1-carbapenam-3-carboxylic acid p-methoxybenzyl ester), COC1=CC=C(COC(=O)C2=C(C([C@H]3N2C([C@@H]3C(C)O)=O)CC)CSC3=CC=NC=C3)C=C1 (6α-(1-hydroxyethyl)-1-ethyl-2-(4-pyridylthio)methyl-1-carbapen-2-em-3-carboxylic acid p-methoxybenzyl ester). The yield is 27.1%. RXN SMILES: [CH3:1][O:2][C:3]1[CH:33]=[CH:32][C:6]([CH2:7][O:8][C:9]([C:11]2[N:15]3[C:16](=[O:21])[C@H:17]([CH:18]([OH:20])[CH3:19])[C@H:14]3[CH:13]([CH2:22][CH3:23])[C:12]=2[CH2:24][S:25][C:26]2[CH:31]=[CH:30][N:29]=[CH:28][CH:27]=2)=[O:10])=[CH:5][CH:4]=1.C(O)(=O)C.O.O.O.[F-].C([N+](CCCC)(CCCC)CCCC)CCC>O1CCCC1>[CH3:1][O:2][C:3]1[CH:4]=[CH:5][C:6]([CH2:7][O:8][C:9]([CH:11]2[N:15]3[C:16](=[O:21])[C@H:17]([CH:18]([OH:20])[CH3:19])[C@H:14]3[CH:13]([CH3:22])[C:12]2=[CH:24][S:25][C:26]2[CH:31]=[CH:30][N:29]=[CH:28][CH:27]=2)=[O:10])=[CH:32][CH:33]=1.[CH3:1][O:2][C:3]1[CH:4]=[CH:5][C:6]([CH2:7][O:8][C:9]([C:11]2[N:15]3[C:16](=[O:21])[C@H:17]([CH:18]([OH:20])[CH3:19])[C@H:14]3[CH:13]([CH2:22][CH3:23])[C:12]=2[CH2:24][S:25][C:26]2[CH:31]=[CH:30][N:29]=[CH:28][CH:27]=2)=[O:10])=[CH:32][CH:33]=1 |f:2.3.4.5.6|. Procedure details: This product (b) (2.1 g; 3.69 millimoles) is dissolved in tetrahydrofuran (10 ml), mixed with acetic acid (0.8 ml) and tetrabutylammonium fluoride trihydrate (2.78 g; 2.4 equivalents) and kept at room temperature for two nights as in Example B'-12 to give 6α-(1-hydroxyethyl)-1-methyl-2-(4-pyridylthio)methylidene-1-carbapenam-3-carboxylic acid p-methoxybenzyl ester (100 mg; Yield: 6.0%, from less polar fraction) and 6α-(1-hydroxyethyl)-1-methyl-2-(4-pyridylthio)methyl-1-carbapen-2-em-3-carboxylic... Starting materials: C(CC)OC1=C(C=CC=C1)O (ortho-normalpropoxyphenol), O1CCOCC1 (dioxane), C=O (formalin), C(CC1=CC=CC=C1)N (phenethylamine). Yields the product C(CC1=CC=CC=C1)N1COC2=C(C1)C=CC=C2OCCC (3-phenethyl-8-normal-propoxy-3,4-dihydro-2H-1,3-benzoxazine). RXN SMILES: [CH2:1]([O:4][C:5]1[CH:10]=[CH:9][CH:8]=[CH:7][C:6]=1O)[CH2:2][CH3:3].[CH2:12]=[O:13].[CH2:14]([NH2:22])[CH2:15][C:16]1[CH:21]=[CH:20][CH:19]=[CH:18][CH:17]=1.O1CCOC[CH2:24]1>>[CH2:14]([N:22]1[CH2:24][C:9]2[CH:8]=[CH:7][CH:6]=[C:5]([O:4][CH2:1][CH2:2][CH3:3])[C:10]=2[O:13][CH2:12]1)[CH2:15][C:16]1[CH:21]=[CH:20][CH:19]=[CH:18][CH:17]=1. Procedure details: To 15 ml. of dioxane are added 3 g. of ortho-normalpropoxyphenol, 9 ml. of 37% of formalin and 2.4 g. of phenethylamine. The mixture is heated on reflux for 3 hours and distilled to remove the solvent under reduced pressure. The residue is purified by column chromatography on silica gel with a mixture of acetone and benzene (1:4). The resultant oily substance is cooled to be crystallized. A small portion of ethanol is added to the crystals, followed by filtration. The procedure yields 3-phenethy... The product is C(C1=CC=CC=C1)OC1COC(OC1)C1=C(C=CC=C1)F (5-Benzyloxy-2-(2-fluorophenyl)-1,3-dioxane). Isolated yield 46.6%. Procedure: 5-Hydroxy-2-(2-fluorophenyl)-1,3-dioxane (18.0 g, 0.09 mole) was reacted with sodium hydride and benzyl chloride (13.0 g, 0.09 mole) as described in Example 2, except that the slurry was heated at 80°-100° C for 12 hours. The product was isolated in the manner described in Example 2 to give 12.1 g of oil which was distilled under 1 × 10-5 mm to give a product (6.2 g) which distilled at a pot temperature of 165°-170° C. VPC analysis of this product indicated it to contain 32% cis-5-benzyloxy-2-(2... The reactants are OC1COC(OC1)C1=C(C=CC=C1)F (5-Hydroxy-2-(2-fluorophenyl)-1,3-dioxane), [H-].[Na+] (sodium hydride), C(C1=CC=CC=C1)Cl (benzyl chloride). RXN SMILES: [OH:1][CH:2]1[CH2:7][O:6][CH:5]([C:8]2[CH:13]=[CH:12][CH:11]=[CH:10][C:9]=2[F:14])[O:4][CH2:3]1.[H-].[Na+].[CH2:17](Cl)[C:18]1[CH:23]=[CH:22][CH:21]=[CH:20][CH:19]=1>>[CH2:17]([O:1][CH:2]1[CH2:7][O:6][CH:5]([C:8]2[CH:13]=[CH:12][CH:11]=[CH:10][C:9]=2[F:14])[O:4][CH2:3]1)[C:18]1[CH:23]=[CH:22][CH:21]=[CH:20][CH:19]=1 |f:1.2|. Product: Cc1cc2[nH]c(C(=O)O)c(C)c2cc1Br. Reaction SMILES: [Br:18][c:19]1[c:20]([CH3:21])[c:22]2[c:23]([cH:24][cH:25]1)[nH:26][c:27]([C:28]([O-:29])=[O:30])[c:31]2[CH3:32].[Br:1][c:2]1[cH:3][c:4]2[c:5]([CH3:17])[c:6]([C:12](=[O:13])[O:14][CH2:15][CH3:16])[nH:7][c:8]2[cH:9][c:10]1[CH3:11].[CH3:35][CH2:36][OH:37].[K+:34].[OH-:33]>>[Br:1][c:2]1[cH:3][c:4]2[c:5]([CH3:17])[c:6]([C:12](=[O:13])[OH:14])[nH:7][c:8]2[cH:9][c:10]1[CH3:11]. The reactants are Cc1c(Br)ccc2[nH]c(C(=O)[O-])c(C)c12, CCOC(=O)c1[nH]c2cc(C)c(Br)cc2c1C, CCO, [K+], [OH-]. Starting materials: FC(C1=CC(=CS1)C(=O)OC)(F)F (methyl 5-(trifluoromethyl)thiophene-3-carboxylate), CO (MeOH), [BH4-].[Na+] (NaBH4). Solvent: C1CCOC1 (THF). Run at temperature 60 celsius, time 3 hour. Yields the product FC(C1=CC(=CS1)CO)(F)F ((5-(Trifluoromethyl)-3-thienyl)methanol). The yield is 99.1%. As a reaction SMILES: [F:1][C:2]([F:13])([F:12])[C:3]1[S:7][CH:6]=[C:5]([C:8](OC)=[O:9])[CH:4]=1.CO.[BH4-].[Na+]>C1COCC1>[F:12][C:2]([F:1])([F:13])[C:3]1[S:7][CH:6]=[C:5]([CH2:8][OH:9])[CH:4]=1 |f:2.3|. Procedure: To a solution of methyl 5-(trifluoromethyl)thiophene-3-carboxylate (523 mg) in THF (1 ml)-MeOH (1 ml) was added NaBH4 (2.2 g) at room temperature, and the reaction mixture was stirred at 60° C. for 3 h. The reaction mixture was quenched with water, and extracted with EtOAc. The extract was washed with brine, dried over MgSO4, concentrated and purified by silica gel column chromatography (hexane/EtOAc) to give the title compound (449 mg) as a pale yellow oil. Reactants: C(C)(C)(C)OC(N[C@H]1CS(C[C@H]([C@@H]1O)CC1=CC(=C(C(=C1)F)[N+](=O)[O-])F)(=O)=O)=O ([(3R,4S,5S)-5-(3,5-difluoro-4-nitro-benzyl)-4-hydroxy-1,1-dioxo-hexahydro-1lambda*6*-thiopyran-3-yl]-carbamic acid tert-butyl ester), Cl (HCl). The solvent is O1CCOCC1 (dioxane). Conditions: temperature 40 celsius, time 3 hour. Yields the product Cl.N[C@H]1CS(C[C@H]([C@@H]1O)CC1=CC(=C(C(=C1)F)[N+](=O)[O-])F)(=O)=O ((3R,4S,5S)-3-Amino-5-(3,5-difluoro-4-nitro-benzyl)-1,1-dioxo-hexahydro-1lambda*6*-thiopyran-4-ol hydrochloride). As a reaction SMILES: C(OC(=O)[NH:7][C@@H:8]1[C@@H:13]([OH:14])[C@H:12]([CH2:15][C:16]2[CH:21]=[C:20]([F:22])[C:19]([N+:23]([O-:25])=[O:24])=[C:18]([F:26])[CH:17]=2)[CH2:11][S:10](=[O:28])(=[O:27])[CH2:9]1)(C)(C)C.[ClH:30]>O1CCOCC1>[ClH:30].[NH2:7][C@@H:8]1[C@@H:13]([OH:14])[C@H:12]([CH2:15][C:16]2[CH:17]=[C:18]([F:26])[C:19]([N+:23]([O-:25])=[O:24])=[C:20]([F:22])[CH:21]=2)[CH2:11][S:10](=[O:27])(=[O:28])[CH2:9]1 |f:3.4|. Reported procedure: To [(3R,4S,5S)-5-(3,5-difluoro-4-nitro-benzyl)-4-hydroxy-1,1-dioxo-hexahydro-1lambda*6*-thiopyran-3-yl]-carbamic acid tert-butyl ester (0.873 g, 2 mmol) was added 4N HCl in dioxane (5 mL) and the reaction mixture was stirred for 3 h at 40° C. After evaporation the residue was stirred with Et2O, filtered and dried to provide the title compound as a beige solid: TLC (CH2Cl2-MeOH-AcOH-H2O 180:20:2:1) Rf=0.13; HPLC RtA=1.22 min; ESIMS [M+H]+=337; 1H NMR (600 MHz, DMSO-d6): δ 8.34 (s, 3H), 7.37 (d, 2... The reactants are NC1=C(SC2=NC(=CC(=C21)C)C2=CC(=C(C=C2)OC)OC)C(=O)N (3-amino-6-(3,4-dimethoxyphenyl)-4-methyl-thieno[2,3-b]pyridine-2-carboxamide), ClC(Cl)(Cl)OC(=O)Cl (chloroformic acid trichloromethylester), N (ammonia). Solvent: O1CCOCC1 (dioxane), O (water). The product is COC=1C=C(C=CC1OC)C=1C=C(C2=C(SC3=C2NC(NC3=O)=O)N1)C (7-(3,4-dimethoxyphenyl)-9-methyl-pyrido[3′,2′:4,5]thieno[3,2-d]pyrimidine-2,4-dione). Isolated yield 95.8%. Reaction SMILES: [NH2:1][C:2]1[C:10]2[C:5](=[N:6][C:7]([C:12]3[CH:17]=[CH:16][C:15]([O:18][CH3:19])=[C:14]([O:20][CH3:21])[CH:13]=3)=[CH:8][C:9]=2[CH3:11])[S:4][C:3]=1[C:22]([NH2:24])=[O:23].Cl[C:26]([O:29]C(Cl)=O)(Cl)Cl.N>O1CCOCC1.O>[CH3:21][O:20][C:14]1[CH:13]=[C:12]([C:7]2[CH:8]=[C:9]([CH3:11])[C:10]3[C:2]4[NH:1][C:26](=[O:29])[NH:24][C:22](=[O:23])[C:3]=4[S:4][C:5]=3[N:6]=2)[CH:17]=[CH:16][C:15]=1[O:18][CH3:19]. Reported procedure: 3.0 g (8.7 mmol) 3-amino-6-(3,4-dimethoxyphenyl)-4-methyl-thieno[2,3-b]pyridine-2-carboxamide is suspended in 100 ml absolute dioxane. Then, 1.1 ml (8.7 mmol) chloroformic acid trichloromethylester (diphosgene) is added and refluxed for 3 h. Following cooling, the precipitate is sucked off and then suspended in 50 ml water. The suspension is adjusted to pH 8 using concentrated ammonia solution and the precipitate is sucked off, washed with some water, suck dried and in vacuo at 50° C. 3.08 g (96... Starting materials: quartz, (5Z,7E,22E)-9,10-Secocholesta-5,7,10(19),22-tetraen-3α-ol, CC(C)C\C=C\[C@@H](C)[C@H]1CC[C@H]2C3=CC=C4C[C@@H](CC[C@]4(C)[C@H]3CC[C@]12C)O ((22E)-Cholesta-5,7,22-trien-3α-ol), C1=CC=CC=C1 (benzene). Run in CCOCC (ether). The product is CC1=C(C[C@H](CC1)O)/C=C\C2=CCC[C@]3([C@H]2CC[C@@H]3[C@H](C)CCCC(C)C)C (previtamin D). The yield is 40.4%. As a reaction SMILES: [CH3:1][CH:2]([CH2:4]/[CH:5]=[CH:6]/[C@H:7]([C@@H:9]1[C@:26]2([CH3:27])[C@H:12]([C:13]3[C@H:23]([CH2:24][CH2:25]2)[C@:21]2([CH3:22])[C:16]([CH2:17][C@H:18]([OH:28])[CH2:19][CH2:20]2)=[CH:15][CH:14]=3)[CH2:11][CH2:10]1)[CH3:8])[CH3:3].C1C=CC=CC=1>CCOCC>[CH3:22][C:21]1[CH2:20][CH2:19][C@H:18]([OH:28])[CH2:17][C:16]=1/[CH:15]=[CH:14]\[C:13]1[C@@H:12]2[CH2:11][CH2:10][C@H:9]([C@@H:7]([CH2:6][CH2:5][CH2:4][CH:2]([CH3:3])[CH3:1])[CH3:8])[C@@:26]2([CH3:27])[CH2:25][CH2:24][CH:23]=1. Reported procedure: (5Z,7E,22E)-9,10-Secocholesta-5,7,10(19),22-tetraen-3α-ol (5) A solution of compound (4) (100 mg, 0.26 mmol) in ether (120 ml)-benzene (30 ml) mixture was degassed with argon for 40 min. The solution was irradiated at 0° C. for 13 min in a quartz immersion well equipped with UV lamp and filter. The solvent was removed under reduced pressure and the residue separated by HPLC, using 1% 2-propanol in hexane as eluent to obtain the pure previtamin D derivative (40.4 mg, 40%) which was collected at 2... Reported procedure: This reaction was carried out in 10 batches. To a solution of C2 (10 g, 32 mmol) in dichloromethane (400 mL) was added [1,3-bis-(2,4,6-trimethylphenyl)-2-imidazolidinylidene]dichloro(phenylmethylene)(tricyclohexylphosphine)ruthenium (Grubbs 2nd-generation catalyst, 1.38 g, 1.62 mmol) and methyl prop-2-enoate (69.7 g, 0.81 mol), and the reaction mixture was stirred at room temperature for 18 hours. Solvent was removed in vacuo, and the residue was purified via silica gel chromatography (Eluent: 3... The reagents and catalysts are CC1=CC(=C(C(=C1)C)N2CCN(C2=[Ru](=CC3=CC=CC=C3)(Cl)Cl)C4=C(C=C(C=C4C)C)C)C.C1CCC(CC1)P(C2CCCCC2)C3CCCCC3 ([1,3-bis-(2,4,6-trimethylphenyl)-2-imidazolidinylidene]dichloro(phenylmethylene)(tricyclohexylphosphine)ruthenium). Run in ClCCl (dichloromethane). Starting materials: C(C)OC(CO[C@@H](COCC1=CC=CC=C1)CC=C)OCC (({[(2R)-2-(2,2-diethoxyethoxy)pent-4-en-1-yl]oxy}methyl)benzene), C(C=C)(=O)OC (methyl prop-2-enoate). Yields the product C(C1=CC=CC=C1)OC[C@@H](C/C=C/C(=O)OC)OCC(OCC)OCC (methyl (2E,5R)-6-(benzyloxy)-5-(2,2-diethoxyethoxy)hex-2-enoate). Run at time 18 hour. Reaction SMILES: [CH2:1]([O:3][CH:4]([O:20][CH2:21][CH3:22])[CH2:5][O:6][C@H:7]([CH2:17][CH:18]=[CH2:19])[CH2:8][O:9][CH2:10][C:11]1[CH:16]=[CH:15][CH:14]=[CH:13][CH:12]=1)[CH3:2].[C:23]([O:27][CH3:28])(=[O:26])C=C>ClCCl.CC1C=C(C)C(N2C(=[Ru](Cl)(Cl)=CC3C=CC=CC=3)N(C3C(C)=CC(C)=CC=3C)CC2)=C(C)C=1.C1CCC(P(C2CCCCC2)C2CCCCC2)CC1>[CH2:10]([O:9][CH2:8][C@H:7]([O:6][CH2:5][CH:4]([O:3][CH2:1][CH3:2])[O:20][CH2:21][CH3:22])[CH2:17]/[CH:18]=[CH:19]/[C:23]([O:27][CH3:28])=[O:26])[C:11]1[CH:16]=[CH:15][CH:14]=[CH:13][CH:12]=1 |f:3.4|.